This data is from the Open Reaction Database (ORD), a public repository of structured organic reaction records. The task is: describe an organic reaction: reactants, conditions, products, and yield The reactants are COC1=C2CCN(CC2=CC=C1OC)C(=O)OC(C)(C)C (tert-butyl 5,6-dimethoxy-1,2,3,4-tetrahydroisoquinoline-2-carboxylate), Cl (hydrogen chloride). Run in CO (methanol). Reaction conditions: time 5 hour. Yields the product Cl.COC1=C2CCNCC2=CC=C1OC (5,6-dimethoxy-1,2,3,4-tetrahydroisoquinoline hydrochloride). RXN SMILES: [CH3:1][O:2][C:3]1[C:12]([O:13][CH3:14])=[CH:11][CH:10]=[C:9]2[C:4]=1[CH2:5][CH2:6][N:7](C(OC(C)(C)C)=O)[CH2:8]2.[ClH:22]>CO>[ClH:22].[CH3:1][O:2][C:3]1[C:12]([O:13][CH3:14])=[CH:11][CH:10]=[C:9]2[C:4]=1[CH2:5][CH2:6][NH:7][CH2:8]2 |f:3.4|. Procedure details: Into a 50-mL round-bottom flask, was placed a solution of tert-butyl 5,6-dimethoxy-1,2,3,4-tetrahydroisoquinoline-2-carboxylate (800 mg, 2.73 mmol, 1.00 equiv) in methanol (15 mL) and hydrogen chloride (4 mL). The resulting solution was stirred for 5 h at room temperature. The resulting mixture was concentrated under vacuum. The residue was diluted with 5 mL of water. The resulting mixture was extracted with 3×30 mL of ethyl acetate and the aqueous layer combined. The mixture was concentrated un... Starting materials: COc1c(C)cc(Br)cc1CBr, CN(C)C=O, [H-], [Na+], O, CC(C)(C)OC(=O)N1CCC(CO)(c2ccccc2)CC1. Yields the product COc1c(C)cc(Br)cc1COCC1(c2ccccc2)CCN(C(=O)OC(C)(C)C)CC1. RXN SMILES: [Br:1][c:2]1[cH:3][c:4]([CH3:12])[c:5]([O:10][CH3:11])[c:6]([CH2:8][Br:9])[cH:7]1.[CH3:36][N:37]([CH3:38])[CH:39]=[O:40].[H-:34].[Na+:35].[OH2:41].[OH:13][CH2:14][C:15]1([c:28]2[cH:29][cH:30][cH:31][cH:32][cH:33]2)[CH2:16][CH2:17][N:18]([C:21](=[O:22])[O:23][C:24]([CH3:25])([CH3:26])[CH3:27])[CH2:19][CH2:20]1>>[Br:1][c:2]1[cH:3][c:4]([CH3:12])[c:5]([O:10][CH3:11])[c:6]([CH2:8][O:13][CH2:14][C:15]2([c:28]3[cH:29][cH:30][cH:31][cH:32][cH:33]3)[CH2:16][CH2:17][N:18]([C:21](=[O:22])[O:23][C:24]([CH3:25])([CH3:26])[CH3:27])[CH2:19][CH2:20]2)[cH:7]1. The reactants are CC(C)=CCBr, CC(C)=O, COc1cccc(S)c1, [Na+], [OH-]. Product: COc1cccc(SCC=C(C)C)c1. Reaction SMILES: [CH3:12][C:13]([CH3:14])=[CH:15][CH2:16][Br:17].[CH3:18][C:19](=[O:20])[CH3:21].[CH3:1][O:2][c:3]1[cH:4][c:5]([SH:9])[cH:6][cH:7][cH:8]1.[Na+:11].[OH-:10]>>[CH3:1][O:2][c:3]1[cH:4][c:5]([S:9][CH2:16][CH:15]=[C:13]([CH3:12])[CH3:14])[cH:6][cH:7][cH:8]1.